Task: describe an organic reaction: reactants, conditions, products, and yield. Dataset: the Open Reaction Database (ORD), a public repository of structured organic reaction records Reactants: CC(=O)O, O=C(O)c1cc(S(=O)(=O)Cl)cc2c1OCCO2, Cl, O, [Sn]. Product: O=C(O)c1cc(S)cc2c1OCCO2. Reaction SMILES: [CH3:18][C:19](=[O:20])[OH:21].[Cl:1][S:2](=[O:3])(=[O:4])[c:5]1[cH:6][c:7]([C:15](=[O:16])[OH:17])[c:8]2[c:9]([cH:14]1)[O:10][CH2:11][CH2:12][O:13]2.[ClH:23].[OH2:24].[Sn:22]>>[SH:2][c:5]1[cH:6][c:7]([C:15](=[O:16])[OH:17])[c:8]2[c:9]([cH:14]1)[O:10][CH2:11][CH2:12][O:13]2. Reactants: CCO, COC(=O)c1cc(C2=CCN(C(=O)OC(C)(C)C)CC2)ccc1F, [H][H]. Product: COC(=O)c1cc(C2CCN(C(=O)OC(C)(C)C)CC2)ccc1F. RXN SMILES: [CH3:27][CH2:28][OH:29].[F:1][c:2]1[c:3]([C:21](=[O:22])[O:23][CH3:24])[cH:4][c:5]([C:8]2=[CH:13][CH2:12][N:11]([C:14](=[O:15])[O:16][C:17]([CH3:18])([CH3:19])[CH3:20])[CH2:10][CH2:9]2)[cH:6][cH:7]1.[H:25][H:26]>>[F:1][c:2]1[c:3]([C:21](=[O:22])[O:23][CH3:24])[cH:4][c:5]([CH:8]2[CH2:9][CH2:10][N:11]([C:14](=[O:15])[O:16][C:17]([CH3:18])([CH3:19])[CH3:20])[CH2:12][CH2:13]2)[cH:6][cH:7]1. Reactants: CC1COCCN1CC1CNCCN1, ClCCl, Cl, Cl, Cl, O=[N+]([O-])c1ccc(S(=O)(=O)Cl)s1. Product: CC1COCCN1CC1CN(S(=O)(=O)c2ccc([N+](=O)[O-])s2)CCN1. RXN SMILES: [CH3:4][CH:5]1[CH2:6][O:7][CH2:8][CH2:9][N:10]1[CH2:11][CH:12]1[NH:13][CH2:14][CH2:15][NH:16][CH2:17]1.[Cl:30][CH2:31][Cl:32].[ClH:1].[ClH:2].[ClH:3].[N+:18](=[O:19])([O-:20])[c:21]1[cH:22][cH:23][c:24]([S:26](=[O:27])(=[O:28])[Cl:29])[s:25]1>>[CH3:4][CH:5]1[CH2:6][O:7][CH2:8][CH2:9][N:10]1[CH2:11][CH:12]1[NH:13][CH2:14][CH2:15][N:16]([S:26]([c:24]2[cH:23][cH:22][c:21]([N+:18](=[O:19])[O-:20])[s:25]2)(=[O:27])=[O:28])[CH2:17]1. Reactants: [N+](=O)([O-])C=1C=C(C=CC1)NC(=O)NC1=CC(=C(C=C1)C1=CN=CO1)OC (N-(3-nitrophenyl)-N′-[3-methoxy-4-(5-oxazolyl)phenyl]urea). The reagents and catalysts are [Pd] (Pd/C). Solvent: O1CCOCC1 (dioxane), CO (methanol). The product is NC=1C=C(C=CC1)NC(=O)NC1=CC(=C(C=C1)C1=CN=CO1)OC (N-(3-aminophenyl)-N′-[3-methoxy-4-(5-oxazolyl)phenyl]urea). Isolated yield 46.2%. Reaction SMILES: [N+:1]([C:4]1[CH:5]=[C:6]([NH:10][C:11]([NH:13][C:14]2[CH:19]=[CH:18][C:17]([C:20]3[O:24][CH:23]=[N:22][CH:21]=3)=[C:16]([O:25][CH3:26])[CH:15]=2)=[O:12])[CH:7]=[CH:8][CH:9]=1)([O-])=O>O1CCOCC1.CO.[Pd]>[NH2:1][C:4]1[CH:5]=[C:6]([NH:10][C:11]([NH:13][C:14]2[CH:19]=[CH:18][C:17]([C:20]3[O:24][CH:23]=[N:22][CH:21]=3)=[C:16]([O:25][CH3:26])[CH:15]=2)=[O:12])[CH:7]=[CH:8][CH:9]=1. Procedure: A solution of 0.7 g (2 mmol) of 49A in 60 ml of dioxane and 30 ml of methanol was hydrogenated at rt and one atmosphere pressure over 0.14 g of 10% Pd/C catalyst. The catalyst was removed by filtration through Celite. The filtrate was evaporated to dryness to yield 0.3 g of 49B as a tan solid. The filter cake was suspended in dioxane—methanol and stirred at 50° C. for 1 hr. The hot solution was again filtered, and the filtrate evaporated to dryness to yield an additional 0.6 g of material. The c... Starting materials: NC=1C(=NC(=CC1)OC)NCCN1CCC(CC1)NC(OC(C)(C)C)=O (1,1-dimethylethyl [1-(2-{[3-amino-6-(methyloxy)-2-pyridinyl]amino}ethyl)-4-piperidinyl]carbamate), BrCC(=O)OCC (ethyl bromoacetate), C([O-])([O-])=O.[K+].[K+] (potassium carbonate). Solvent: C(C)#N (acetonitrile), CN(C)C=O (DMF). Conditions: time 8 hour. Yields the product CC(C)(C)OC(=O)NC1CCN(CC1)CCNC1=NC(=CC=C1NCC(=O)OCC)OC (Ethyl N-[2-({2-[4-({[(1,1-dimethylethyl)oxy]carbonyl}amino)-1-piperidinyl]ethyl}amino)-6-(methyloxy)-3-pyridinyl]glycinate). RXN SMILES: [NH2:1][C:2]1[C:3]([NH:10][CH2:11][CH2:12][N:13]2[CH2:18][CH2:17][CH:16]([NH:19][C:20](=[O:26])[O:21][C:22]([CH3:25])([CH3:24])[CH3:23])[CH2:15][CH2:14]2)=[N:4][C:5]([O:8][CH3:9])=[CH:6][CH:7]=1.Br[CH2:28][C:29]([O:31][CH2:32][CH3:33])=[O:30].C(=O)([O-])[O-].[K+].[K+]>C(#N)C.CN(C=O)C>[CH3:24][C:22]([O:21][C:20]([NH:19][CH:16]1[CH2:15][CH2:14][N:13]([CH2:12][CH2:11][NH:10][C:3]2[C:2]([NH:1][CH2:28][C:29]([O:31][CH2:32][CH3:33])=[O:30])=[CH:7][CH:6]=[C:5]([O:8][CH3:9])[N:4]=2)[CH2:18][CH2:17]1)=[O:26])([CH3:23])[CH3:25] |f:2.3.4|. Procedure: A mixture of 1,1-dimethylethyl [1-(2-{[3-amino-6-(methyloxy)-2-pyridinyl]amino}ethyl)-4-piperidinyl]carbamate (2.8 g, 7.6 mmol), ethyl bromoacetate (0.85 ml, 1.3 g, 7.6 mmol) and potassium carbonate (2 g, 15.2 mmol) in acetonitrile (40 ml) and DMF (20 ml) was stirred under argon overnight. The mixture was filtered, washing with acetonitrile, and evaporated. The residue was dissolved in the minimum volume of DCM (20 ml) and washed with water (20 ml). The organic extract was added to a silica colu...